Dataset: the Open Reaction Database (ORD), a public repository of structured organic reaction records. Task: describe an organic reaction: reactants, conditions, products, and yield Starting materials: NCCCC(CCCC(=O)OCC)OC=1C=NC=CC1 (Ethyl 8-amino-5-(3-pyridyloxy)-octanoate), ClC1=CC=C(C=C1)S(=O)(=O)Cl (p-chlorophenylsulfonyl chloride). Product: ClC1=CC=C(C=C1)S(=O)(=O)NCCCC(CCCC(=O)OCC)OC=1C=NC=CC1 (ethyl 8-(p-chlorophenylsulfonamido)-5-(3-pyridyloxy)-octanoate). Reaction SMILES: [NH2:1][CH2:2][CH2:3][CH2:4][CH:5]([O:14][C:15]1[CH:16]=[N:17][CH:18]=[CH:19][CH:20]=1)[CH2:6][CH2:7][CH2:8][C:9]([O:11][CH2:12][CH3:13])=[O:10].[Cl:21][C:22]1[CH:27]=[CH:26][C:25]([S:28](Cl)(=[O:30])=[O:29])=[CH:24][CH:23]=1>>[Cl:21][C:22]1[CH:27]=[CH:26][C:25]([S:28]([NH:1][CH2:2][CH2:3][CH2:4][CH:5]([O:14][C:15]2[CH:16]=[N:17][CH:18]=[CH:19][CH:20]=2)[CH2:6][CH2:7][CH2:8][C:9]([O:11][CH2:12][CH3:13])=[O:10])(=[O:30])=[O:29])=[CH:24][CH:23]=1. Reported procedure: Ethyl 8-amino-5-(3-pyridyloxy)-octanoate is condensed with p-chlorophenylsulfonyl chloride according to methodology previously described to yield ethyl 8-(p-chlorophenylsulfonamido)-5-(3-pyridyloxy)-octanoate which is purified by chromatography on silica gel using 7:3 ethyl acetate/hexane as eluent; 1H-NMR (CDCl3): delta 8.26 (br,1H), 8.20 (br,4H), 5.23 (t,1H), 4.28 (m,1H), 4.08 (q,2H). Reactants: FC1=C(C(=O)OC)C=CC(=C1B1OC(C(O1)(C)C)(C)C)C (methyl 2-fluoro-4-methyl-3-(4,4,5,5-tetramethyl-1,3,2-dioxaborolan-2-yl)benzoate), BrN1C(CCC1=O)=O (N-Bromosuccinimide), N(=N\C1(CCCCC1)C#N)/C1(CCCCC1)C#N ((E)-1,1′-(diazene-1,2-diyl)dicyclohexanecarbonitrile). Run in C(Cl)(Cl)(Cl)Cl (CCl4). Reaction conditions: temperature 80 celsius, time 8 hour. Yields the product FC1=C(C=CC2=C1B(OC2)O)C(=O)O (7-fluoro-1-hydroxy-1,3-dihydrobenzo[c][1,2]oxaborole-6-carboxylic acid). As a reaction SMILES: [F:1][C:2]1[C:11]([B:12]2[O:16]C(C)(C)C(C)(C)[O:13]2)=[C:10]([CH3:21])[CH:9]=[CH:8][C:3]=1[C:4]([O:6]C)=[O:5].BrN1C(=O)CCC1=O.N(/C1(C#N)CCCCC1)=N\C1(C#N)CCCCC1>C(Cl)(Cl)(Cl)Cl>[F:1][C:2]1[C:11]2[B:12]([OH:13])[O:16][CH2:21][C:10]=2[CH:9]=[CH:8][C:3]=1[C:4]([OH:6])=[O:5]. Reported procedure: To a solution or methyl 2-fluoro-4-methyl-3-(4,4,5,5-tetramethyl-1,3,2-dioxaborolan-2-yl)benzoate (0.6 g, 2.040 mmol) in 40 ml CCl4 was added N-Bromosuccinimide (0.363 g, 2.040 mmol) and (E)-1,1′-(diazene-1,2-diyl)dicyclohexanecarbonitrile (0.050 g, 0.204 mmol). The mixture was stirred at 80° C. overnight. The reaction mixture was extracted with 5% KOH in water (3×20 ml). The water phase stirred for 1 hour and then the solution was cooled to 0° C. and slowly acidified to pH<1 with 1N HCl. The pr... The reactants are O=C1CCC(=O)N1Br, ClCCl, O=C(O)C(CC1CCCC1)c1ccc(Cl)c(Cl)c1, Nc1ccc(Cl)cn1, O, c1ccc(P(c2ccccc2)c2ccccc2)cc1, c1ccncc1. The product is O=C(Nc1ccc(Cl)cn1)C(CC1CCCC1)c1ccc(Cl)c(Cl)c1. RXN SMILES: [Br:20][N:21]1[C:22](=[O:23])[CH2:24][CH2:25][C:26]1=[O:27].[CH2:60]([Cl:61])[Cl:62].[CH:28]1([CH2:33][CH:34]([C:35](=[O:36])[OH:37])[c:38]2[cH:39][c:40]([Cl:45])[c:41]([Cl:44])[cH:42][cH:43]2)[CH2:29][CH2:30][CH2:31][CH2:32]1.[Cl:46][c:47]1[cH:48][cH:49][c:50]([NH2:53])[n:51][cH:52]1.[OH2:63].[c:1]1([P:2]([c:3]2[cH:4][cH:5][cH:6][cH:7][cH:8]2)[c:9]2[cH:10][cH:11][cH:12][cH:13][cH:14]2)[cH:15][cH:16][cH:17][cH:18][cH:19]1.[cH:54]1[cH:55][cH:56][n:57][cH:58][cH:59]1>>[CH:28]1([CH2:33][CH:34]([C:35](=[O:37])[NH:53][c:50]2[cH:49][cH:48][c:47]([Cl:46])[cH:52][n:51]2)[c:38]2[cH:39][c:40]([Cl:45])[c:41]([Cl:44])[cH:42][cH:43]2)[CH2:29][CH2:30][CH2:31][CH2:32]1. Reactants: O=C1C(CNC2=C(N1)C=CC=C2)NC(=O)OC(C)(C)C (2-Oxo-3-tert-butoxycarbonylamino-1,3,4,5-tetrahydro-2H-1,5-benzodiazepine), N1=CC=CC=C1 (Pyridine), C(C(C)(C)C)(=O)Cl (pivaloyl chloride). Run in ClCCCl (1,2-dichloroethane). Yields the product O=C1C(CN(C2=C(N1)C=CC=C2)C(C(C)(C)C)=O)NC(=O)OC(C)(C)C (2-oxo-3-tert-butoxycarbonylamino-5-pivaloyl-1,3,4,5-tetrahydro-2H-1,5-benzodiazepine). Yield: 71.2%. RXN SMILES: [O:1]=[C:2]1[NH:8][C:7]2[CH:9]=[CH:10][CH:11]=[CH:12][C:6]=2[NH:5][CH2:4][CH:3]1[NH:13][C:14]([O:16][C:17]([CH3:20])([CH3:19])[CH3:18])=[O:15].N1C=CC=CC=1.[C:27](Cl)(=[O:32])[C:28]([CH3:31])([CH3:30])[CH3:29]>ClCCCl>[O:1]=[C:2]1[NH:8][C:7]2[CH:9]=[CH:10][CH:11]=[CH:12][C:6]=2[N:5]([C:27](=[O:32])[C:28]([CH3:31])([CH3:30])[CH3:29])[CH2:4][CH:3]1[NH:13][C:14]([O:16][C:17]([CH3:20])([CH3:19])[CH3:18])=[O:15]. Reported procedure: 2-Oxo-3-tert-butoxycarbonylamino-1,3,4,5-tetrahydro-2H-1,5-benzodiazepine (700 mg) obtained from Reference Example 1 was suspended in 1,2-dichloroethane (20 ml). Pyridine (237 mg) and pivaloyl chloride (362 mg) were added thereto, and the mixture was refluxed for two hours. After the reaction mixture was allowed to cool, crystals that precipitated were collected by filtration, to thereby obtain 650 mg of the title compound (yield: 71%). Reactants: resultant solution, ice, C(C1=CC=CC=C1)(=O)NC1=C2C=CC=C(C2=CC=C1)S(=O)(=O)O (5-benzoylamino-napthalene-1-sulfonic acid), S(=O)(Cl)Cl (thionyl chloride). Solvent: ClCCl (dichloromethane). Run at time 3 hour. Product: C(C1=CC=CC=C1)(=O)NC1=C2C=CC=C(C2=CC=C1)S(=O)(=O)Cl (5-Benzoylamino-naphthalene-1-sulfonyl chloride). RXN SMILES: [C:1]([NH:9][C:10]1[CH:19]=[CH:18][CH:17]=[C:16]2[C:11]=1[CH:12]=[CH:13][CH:14]=[C:15]2[S:20]([OH:23])(=O)=[O:21])(=[O:8])[C:2]1[CH:7]=[CH:6][CH:5]=[CH:4][CH:3]=1.S(Cl)([Cl:26])=O>ClCCl>[C:1]([NH:9][C:10]1[CH:19]=[CH:18][CH:17]=[C:16]2[C:11]=1[CH:12]=[CH:13][CH:14]=[C:15]2[S:20]([Cl:26])(=[O:23])=[O:21])(=[O:8])[C:2]1[CH:7]=[CH:6][CH:5]=[CH:4][CH:3]=1. Procedure: To an ice-cooled solution of 5-benzoylamino-napthalene-1-sulfonic acid (1.5 g, 3.51 mmol) in dichloromethane (5 ml), was added thionyl chloride (0.359 ml, 4.92 mmol). The resultant solution was allowed to warm to room temperature and stirred for 3 hours. The reaction mixture was quenched by pouring into ice water and extracting with ethyl acetate. The organic extracts were washed with brine, dried over MgSO4 and concentrated to provide the crude intermediate 44 as a yellow oil that was used with... Reactants: N1=CC=CC=C1 (pyridine), NC1=CC=C(C=C1)S(=O)(=O)C=CC#N (3-(4-aminobenzenesulfonyl) acrylonitrile), C(=O)(O)C=1C=C(C=CC1)S(=O)(=O)Cl (3-carboxybenzenesulfonyl chloride). Solvent: O1CCOCC1 (dioxane), O1CCOCC1 (dioxane). Run at time 8 hour. The product is C(=O)(O)C=1C=C(C=CC1)S(=O)(=O)NC1=CC=C(C=C1)S(=O)(=O)C=CC#N (3-[4-(3-carboxybenzenesulfonamido)-benzenesulfonyl]acrylonitrile). As a reaction SMILES: [NH2:1][C:2]1[CH:7]=[CH:6][C:5]([S:8]([CH:11]=[CH:12][C:13]#[N:14])(=[O:10])=[O:9])=[CH:4][CH:3]=1.N1C=CC=CC=1.[C:21]([C:24]1[CH:25]=[C:26]([S:30](Cl)(=[O:32])=[O:31])[CH:27]=[CH:28][CH:29]=1)([OH:23])=[O:22]>O1CCOCC1>[C:21]([C:24]1[CH:25]=[C:26]([S:30]([NH:1][C:2]2[CH:3]=[CH:4][C:5]([S:8]([CH:11]=[CH:12][C:13]#[N:14])(=[O:10])=[O:9])=[CH:6][CH:7]=2)(=[O:32])=[O:31])[CH:27]=[CH:28][CH:29]=1)([OH:23])=[O:22]. Procedure: 2.1 g (0.01 mol) of 3-(4-aminobenzenesulfonyl) acrylonitrile are dissolved in 100 ml dioxane, and 2 ml of pyridine are added thereto. A solution of 2.21 g (0.01 mol) of 3-carboxybenzenesulfonyl chloride in 50 ml dioxane is added portionwise at room temperature and the reaction mixture is held overnight. After filtering and mixing the filtrate with about 4 volumes of water the mixture is left at room temperature for 5 days. White flocs separate which are recovered by filtration and dried, giving ... The reactants are ClC=1C(N(C=CN1)C1=CC=C(C=C1)F)=O (3-chloro-1-(4-fluorophenyl)pyrazin-2(1H)-one), CN1C(CCC1)=O (N-methylpyrrolidone), CCOC(=O)C (EtOAc). The reagents and catalysts are C1=CC=C(C=C1)P([C-]2C=CC=C2)C3=CC=CC=C3.C1=CC=C(C=C1)P([C-]2C=CC=C2)C3=CC=CC=C3.[Fe+2] (dppf), [C-]#N.[C-]#N.[Zn+2] (Zn(CN)2). Conditions: temperature 120 celsius. Product: FC1=CC=C(C=C1)N1C(C(=NC=C1)C#N)=O (4-(4-fluorophenyl)-3-oxo-3,4-dihydropyrazine-2-carbonitrile). Yield: 80.0%. As a reaction SMILES: Cl[C:2]1[C:3](=[O:15])[N:4]([C:8]2[CH:13]=[CH:12][C:11]([F:14])=[CH:10][CH:9]=2)[CH:5]=[CH:6][N:7]=1.CCOC(C)=O.[CH3:22][N:23]1CCCC1=O>C1C=CC(P(C2C=CC=CC=2)[C-]2C=CC=C2)=CC=1.C1C=CC(P(C2C=CC=CC=2)[C-]2C=CC=C2)=CC=1.[Fe+2].[C-]#N.[C-]#N.[Zn+2]>[F:14][C:11]1[CH:12]=[CH:13][C:8]([N:4]2[CH:5]=[CH:6][N:7]=[C:2]([C:22]#[N:23])[C:3]2=[O:15])=[CH:9][CH:10]=1 |f:3.4.5,6.7.8|. Procedure details: A mixture of 3-chloro-1-(4-fluorophenyl)pyrazin-2(1H)-one (1.0 g, 4.5 mmol), dppf (0.25 g, 0.45 mmol), Pd2(dba3) (0.20 g, 0.22 mmol) and Zn(CN)2 (0.31 g, 2.7 mmol) in N-methylpyrrolidone (20 mL) was heated at 120° C. for 15 hours in a sealed vial. The residue was cooled to room temperature, treated with EtOAc (300 mL), washed with a solution of saturated aq. NH4Cl, conc. NOH, water (72 mL, a ratio of 4:1:4) and brine, dried over MgSO4, and concentrated. The crude was purified by silica gel flash...